This data is from the Open Reaction Database (ORD), a public repository of structured organic reaction records. The task is: describe an organic reaction: reactants, conditions, products, and yield As a reaction SMILES: [CH2:22]([C:23]#[CH:24])[Br:25].[CH2:33]1[O:34][CH2:35][CH2:36][CH2:37]1.[CH3:26][c:27]1[cH:28][cH:29][cH:30][cH:31][cH:32]1.[H-:1].[Na+:2].[OH:3][CH2:4][CH2:5][O:6][CH2:7][CH2:8][O:9][CH2:10][CH2:11][O:12][CH2:13][CH2:14][O:15][CH2:16][CH2:17][O:18][CH2:19][CH2:20][OH:21]>>[O:3]([CH2:4][CH2:5][O:6][CH2:7][CH2:8][O:9][CH2:10][CH2:11][O:12][CH2:13][CH2:14][O:15][CH2:16][CH2:17][O:18][CH2:19][CH2:20][OH:21])[CH2:24][C:23]#[CH:22]. The reactants are C#CCBr, C1CCOC1, Cc1ccccc1, [H-], [Na+], OCCOCCOCCOCCOCCOCCO. Product: C#CCOCCOCCOCCOCCOCCOCCO. Reaction SMILES: Cl[C:2]1[N:7]=[C:6]([N:8]([CH2:10][CH2:11][CH2:12][C:13]2[CH:18]=[CH:17][C:16]([F:19])=[CH:15][CH:14]=2)[CH3:9])[N:5]=[C:4]([CH2:20][NH:21][CH2:22][CH2:23][C:24]2[CH:29]=[CH:28][C:27]([OH:30])=[CH:26][CH:25]=2)[N:3]=1.[CH3:31][N:32]1[CH2:37][CH2:36][NH:35][CH2:34][CH2:33]1.CC#N.C(O)(C(F)(F)F)=O>O>[F:19][C:16]1[CH:17]=[CH:18][C:13]([CH2:12][CH2:11][CH2:10][N:8]([CH3:9])[C:6]2[N:7]=[C:2]([N:35]3[CH2:36][CH2:37][N:32]([CH3:31])[CH2:33][CH2:34]3)[N:3]=[C:4]([CH2:20][NH:21][CH2:22][CH2:23][C:24]3[CH:29]=[CH:28][C:27]([OH:30])=[CH:26][CH:25]=3)[N:5]=2)=[CH:14][CH:15]=1. Procedure: The title compound was prepared in 97% yield via the procedure outlined for Example 14 using 4-{2-[(4-chloro-6-{[3-(4-fluorophenyl)propyl]methylamino}-1,3,5-triazin-2-yl)methylamino]ethyl}phenol and 1-methypiperazine to give a white solid: 1H NMR (CDCl3, 400 MHz) δ 7.12 (s, br, 2H), 7.06 (d, 2H, J=8.0), 6.94 (m, 2H); 6.72 (d, 2H, J=8.0), 4.88 (s, br, 1H) 3.79-3.58 (m, 9H), 3.08 (s, 3H), 3.02 (s, br, 3H), 2.78 (m, 2H), 2.60 (t, 2H, J=7.0), 2.45 (s, br, 4H), 2.34 (s, 3H), 1.88 (m, 2H); low-resolut... Solvent: O (H2O). The yield is 97.0%. Reactants: CC#N (CH3CN), C(=O)(C(F)(F)F)O (TFA), ClC1=NC(=NC(=N1)N(C)CCCC1=CC=C(C=C1)F)CNCCC1=CC=C(C=C1)O (4-{2-[(4-chloro-6-{[3-(4-fluorophenyl)propyl]methylamino}-1,3,5-triazin-2-yl)methylamino]ethyl}phenol), CN1CCNCC1 (1-methypiperazine). Product: FC1=CC=C(C=C1)CCCN(C1=NC(=NC(=N1)N1CCN(CC1)C)CNCCC1=CC=C(C=C1)O)C (4-(2-{[4-[[3-(4-fluorophenyl)propyl](methyl)amino]-6-(4-methyl-1-piperazinyl)-1,3,5-triazin-2-yl]methylamino}ethyl)phenol). Starting materials: COc1cccc(OC)c1-c1ccccc1P(C1CCCCC1)C1CCCCC1, CNC(=O)c1c(-c2ccc(F)cc2)oc2ccc(-c3ccc(Cl)c(C(=O)OC)c3)cc12, OB(O)c1ccccc1Cl, [K+], [K+], [K+], CC(=O)[O-], CC(=O)[O-], C1COCCO1, O, O=P([O-])([O-])[O-], [Pd+2]. Yields the product CNC(=O)c1c(-c2ccc(F)cc2)oc2ccc(-c3ccc(-c4ccccc4Cl)c(C(=O)OC)c3)cc12. Reaction SMILES: [CH:1]1([P:2]([CH:3]2[CH2:4][CH2:5][CH2:6][CH2:7][CH2:8]2)[c:9]2[cH:10][cH:11][cH:12][cH:13][c:14]2-[c:15]2[c:16]([O:17][CH3:18])[cH:19][cH:20][cH:21][c:22]2[O:23][CH3:24])[CH2:25][CH2:26][CH2:27][CH2:28][CH2:29]1.[Cl:30][c:31]1[c:32]([C:33](=[O:34])[O:35][CH3:36])[cH:37][c:38](-[c:41]2[cH:42][cH:43][c:44]3[c:45]([c:46]([C:56]([NH:57][CH3:58])=[O:59])[c:47](-[c:49]4[cH:50][cH:51][c:52]([F:55])[cH:53][cH:54]4)[o:48]3)[cH:60]2)[cH:39][cH:40]1.[Cl:69][c:70]1[c:71]([B:76]([OH:77])[OH:78])[cH:72][cH:73][cH:74][cH:75]1.[K+:66].[K+:67].[K+:68].[O-:80][C:81]([CH3:82])=[O:83].[O-:84][C:85]([CH3:86])=[O:87].[O:89]1[CH2:90][CH2:91][O:92][CH2:93][CH2:94]1.[OH2:88].[P:61]([O-:62])([O-:63])([O-:64])=[O:65].[Pd+2:79]>>[c:31]1(-[c:71]2[c:70]([Cl:69])[cH:75][cH:74][cH:73][cH:72]2)[c:32]([C:33](=[O:34])[O:35][CH3:36])[cH:37][c:38](-[c:41]2[cH:42][cH:43][c:44]3[c:45]([c:46]([C:56]([NH:57][CH3:58])=[O:59])[c:47](-[c:49]4[cH:50][cH:51][c:52]([F:55])[cH:53][cH:54]4)[o:48]3)[cH:60]2)[cH:39][cH:40]1. The reactants are OC=1C=C(C=C(C(=O)OCC)C1)C(=O)OCC (diethyl 5-hydroxyisophthalate), BrCCCCCCOC1=CC=C(C=C1)N=NC1=CC=C(C=C1)C (4-(6-bromohexyloxy)-4′-methylazobenzene), potassium carbonate anhydride, CC(=O)C (acetone). Solvent: O (water). Yields the product CC1=CC=C(C=C1)N=NC1=CC=C(OCCCCCCOC2=C(C(=O)OCC)C=CC=C2C(=O)OCC)C=C1 (diethyl {6-[4-(4-methylphenylazo)phenoxy]hexyloxy}isophthalate). Yield: 83.0%. Reaction SMILES: O[C:2]1[CH:3]=[C:4]([C:13]([O:15][CH2:16][CH3:17])=[O:14])[CH:5]=[C:6]([CH:12]=1)[C:7]([O:9][CH2:10][CH3:11])=[O:8].Br[CH2:19][CH2:20][CH2:21][CH2:22][CH2:23][CH2:24][O:25][C:26]1[CH:31]=[CH:30][C:29]([N:32]=[N:33][C:34]2[CH:39]=[CH:38][C:37]([CH3:40])=[CH:36][CH:35]=2)=[CH:28][CH:27]=1.CC(C)=[O:43]>O>[CH3:40][C:37]1[CH:38]=[CH:39][C:34]([N:33]=[N:32][C:29]2[CH:30]=[CH:31][C:26]([O:25][CH2:24][CH2:23][CH2:22][CH2:21][CH2:20][CH2:19][O:43][C:5]3[C:4]([C:13]([O:15][CH2:16][CH3:17])=[O:14])=[CH:3][CH:2]=[CH:12][C:6]=3[C:7]([O:9][CH2:10][CH3:11])=[O:8])=[CH:27][CH:28]=2)=[CH:35][CH:36]=1. Reported procedure: A 1 l three-neck flask was charged with 16.6 g (0.07 mol) of diethyl 5-hydroxyisophthalate, 26.1 g (0.07 mol) of 4-(6-bromohexyloxy)-4′-methylazobenzene and 15.1 g (0.11 mol) of potassium carbonate anhydride. To the mixture was added 300 ml of acetone and the system was refluxed under heating to react for 24 hours. After the reaction was completed, the system was poured into 1500 ml of cool water to obtain diethyl {6-[4-(4-methylphenylazo)phenoxy]hexyloxy}isophthalate, which was then separated b... Reaction SMILES: [CH3:1][O:2][C:3]1[C:4]([CH2:14][CH2:15][C:16]2[CH:21]=[CH:20][CH:19]=[C:18]([O:22][CH3:23])[CH:17]=2)=[C:5]([CH2:11][C:12]#N)[CH:6]=[CH:7][C:8]=1[O:9][CH3:10].[OH-:24].[K+].[OH2:26]>C(O)C>[CH3:1][O:2][C:3]1[C:4]([CH2:14][CH2:15][C:16]2[CH:21]=[CH:20][CH:19]=[C:18]([O:22][CH3:23])[CH:17]=2)=[C:5]([CH2:11][C:12]([OH:26])=[O:24])[CH:6]=[CH:7][C:8]=1[O:9][CH3:10] |f:1.2|. Reported procedure: A solution of 3,4-Dimethoxy-2-[2-[3-methoxyphenyl]ethyl]benzeneacetonitrile (4.9 g) and potassium hydroxide (4.41 g) in ethanol (150 ml) and water (50 ml) was heated under reflux for 18 hours. The mixture was evaporated to dryness and the residue dissolved in water and extracted with ethyl acetate. The organic solution was washed with brine, dried (MgSO4), filtered and evaporated to leave the sub-title compound as an oil which solidified on trituration with petrol ether (1.72 g), mp 77°-79°. Yields the product COC=1C(=C(C=CC1OC)CC(=O)O)CCC1=CC(=CC=C1)OC (3,4-Dimethoxy-2-[2-[3-methoxyphenyl]ethyl]benzeneacetic acid). Reactants: COC=1C(=C(C=CC1OC)CC#N)CCC1=CC(=CC=C1)OC (3,4-Dimethoxy-2-[2-[3-methoxyphenyl]ethyl]benzeneacetonitrile), [OH-].[K+] (potassium hydroxide), O (water). Solvent: C(C)O (ethanol). Starting materials: 20.0, C(C)N(CCCN1CC(C(CC1)(C1=CC=CC=C1)O)C(C1=CC=CC=C1)=O)CC (1-(3-diethylaminopropyl)-3-benzoyl-4-hydroxy-4-phenylpiperidine), Br (hydrobromic acid), O (water). Yields the product Br.Br.C(C)N(CCCN1CC=2C(=CC1)C=1C=CC=CC1C2C2=CC=CC=C2)CC (2,3-dihydro-2-(3-diethylaminopropyl)-9-phenyl-1H-indeno[2,1-c]pyridine dihydrobromide). As a reaction SMILES: [CH2:1]([N:3]([CH2:28][CH3:29])[CH2:4][CH2:5][CH2:6][N:7]1[CH2:12][CH2:11][C:10](O)([C:13]2[CH:18]=[CH:17][CH:16]=[CH:15][CH:14]=2)[CH:9]([C:20](=O)[C:21]2[CH:26]=[CH:25][CH:24]=[CH:23][CH:22]=2)[CH2:8]1)[CH3:2].[BrH:30].O>>[BrH:30].[BrH:30].[CH2:1]([N:3]([CH2:28][CH3:29])[CH2:4][CH2:5][CH2:6][N:7]1[CH2:12][CH:11]=[C:10]2[C:13]3[CH:18]=[CH:17][CH:16]=[CH:15][C:14]=3[C:20]([C:21]3[CH:26]=[CH:25][CH:24]=[CH:23][CH:22]=3)=[C:9]2[CH2:8]1)[CH3:2] |f:3.4.5|. Procedure details: A mixture of 20.0 parts of 1-(3-diethylaminopropyl)-3-benzoyl-4-hydroxy-4-phenylpiperidine and 100 parts by volume of 48 percent hydrobromic acid is refluxed for 2.5 hours. After cooling to room temperature, the solvent is removed under reduced pressure and acetone repeatedly added and removed under reduced pressure. The resulting yellow solid is recrystallized from 50:50 methanol-ether and dried at 90°C. for 5 hours to afford 2,3-dihydro-2-(3-diethylaminopropyl)-9-phenyl-1H-indeno[2,1-c]pyridin... Procedure: Hydroxylamine hydrochloride (1.30 g, 18.7 mmol), sodium acetate (1.50 g, 19.4 mmol), and a mixture of ethanol-water (80:20, 15 mL) were stirred at room temperature for 0.4 hours. The aldehyde (Example 76, Step 3) (3.07 g, 9.0 mmol) was dissolved in a solution of ethanol-water (4:1, 25 mL) and added to this mixture and stirred at 100° C. for 1 hour. The reaction was filtered hot and the filtrate allowed to cool to room temperature. An orange solid crystallized in the filtrate which was collected ... The reactants are Cl.NO (Hydroxylamine hydrochloride), C(C)(=O)[O-].[Na+] (sodium acetate), ClC=1C=C(C2=C(C=C(C(O2)C(F)(F)F)C(=O)OCC)C1)C=O (ethyl 6-chloro-8-formyl-2-(trifluoromethyl)-2H-1-benzopyran-3-carboxylate). The solvent is C(C)O.O (ethanol water), C(C)O.O (ethanol water). Reaction SMILES: Cl.[NH2:2][OH:3].C([O-])(=O)C.[Na+].[Cl:9][C:10]1[CH:11]=[C:12]([CH:29]=O)[C:13]2[O:18][CH:17]([C:19]([F:22])([F:21])[F:20])[C:16]([C:23]([O:25][CH2:26][CH3:27])=[O:24])=[CH:15][C:14]=2[CH:28]=1>C(O)C.O>[Cl:9][C:10]1[CH:11]=[C:12]([CH:29]=[N:2][OH:3])[C:13]2[O:18][CH:17]([C:19]([F:22])([F:21])[F:20])[C:16]([C:23]([O:25][CH2:26][CH3:27])=[O:24])=[CH:15][C:14]=2[CH:28]=1 |f:0.1,2.3,5.6|. Reaction conditions: time 0.4 hour. The product is ClC=1C=C(C2=C(C=C(C(O2)C(F)(F)F)C(=O)OCC)C1)C=NO (ethyl 6-chloro-8-(hydroxyiminomethyl)-2-(trifluoromethyl)-2H-1-benzopyran-3-carboxylate).